This data is from the Open Reaction Database (ORD), a public repository of structured organic reaction records. The task is: describe an organic reaction: reactants, conditions, products, and yield Starting materials: COC=1C=C(C=CC1OC)C(C#N)(CCCCCN1C(C2=CC=CC=C2C1=O)=O)SC1=CC=C(C=C1)C (α-(3,4-dimethoxyphenyl)-1,3-dihydro-α-[(4-methylphenyl)thio]-1,3-dioxo-2H-isoindole-2-heptanenitrile), O.NN (hydrazine hydrate). Run in C(C)O (ethyl alcohol). Run at time 1.33 hour. Yields the product NCCCCCC(C#N)(C1=CC(=C(C=C1)OC)OC)SC1=CC=C(C=C1)C (α-(5-Aminopentyl)-3,4-dimethoxy-α-[(4-methylphenyl)thio]benzeneacetonitrile). Isolated yield 112.6%. As a reaction SMILES: [CH3:1][O:2][C:3]1[CH:4]=[C:5]([C:11]([S:30][C:31]2[CH:36]=[CH:35][C:34]([CH3:37])=[CH:33][CH:32]=2)([CH2:14][CH2:15][CH2:16][CH2:17][CH2:18][N:19]2C(=O)C3C(=CC=CC=3)C2=O)[C:12]#[N:13])[CH:6]=[CH:7][C:8]=1[O:9][CH3:10].O.NN>C(O)C>[NH2:19][CH2:18][CH2:17][CH2:16][CH2:15][CH2:14][C:11]([S:30][C:31]1[CH:36]=[CH:35][C:34]([CH3:37])=[CH:33][CH:32]=1)([C:5]1[CH:6]=[CH:7][C:8]([O:9][CH3:10])=[C:3]([O:2][CH3:1])[CH:4]=1)[C:12]#[N:13] |f:1.2|. Procedure details: A mixture of 4.72 g of α-(3,4-dimethoxyphenyl)-1,3-dihydro-α-[(4-methylphenyl)thio]-1,3-dioxo-2H-isoindole-2-heptanenitrile, 100 mL of ethyl alcohol, and 7.0 mL of hydrazine hydrate is heated under reflux. In about a 30 minutes, a heavy precipitate forms. After 1.33 hours, the reaction is cooled to room temperature and concentrated in vacuo. The residue is warmed on a steam bath with 2N hydrochloric acid for 10 minutes. Diatomaceous silica and chloroform are added, the mixture is shaken thorough... The reactants are C=CCOC1(CC=C)CCN(C(=O)OC(C)(C)C)CC1, ClCCl. Product: CC(C)(C)OC(=O)N1CCC2(CC=CCO2)CC1. Reaction SMILES: [CH2:1]([CH:2]=[CH2:3])[C:4]1([O:17][CH2:18][CH:19]=[CH2:20])[CH2:5][CH2:6][N:7]([C:10](=[O:11])[O:12][C:13]([CH3:14])([CH3:15])[CH3:16])[CH2:8][CH2:9]1.[Cl:21][CH2:22][Cl:23]>>[CH2:1]1[C:4]2([CH2:5][CH2:6][N:7]([C:10](=[O:11])[O:12][C:13]([CH3:14])([CH3:15])[CH3:16])[CH2:8][CH2:9]2)[O:17][CH2:18][CH:19]=[CH:20]1. Starting materials: CCOc1cc(CN2CCC(NC(=O)c3cc(OC)cc(OCC#N)c3)CC2)cc(OCC)c1F, [BH3-]C#N, CCOC(=O)c1cc(OCC)c(Cl)c(OCC)c1, CCN(C(C)C)C(C)C, CCO, CC(=O)O, CCOc1cc(CN2CCC(NC(=O)c3cc(CO)cc(OC)c3)CC2)cc(OCC)c1Cl, [Na+]. The product is CCOc1cc(CN2CCC(NC(=O)c3cc(OC)cc(OCC#N)c3)CC2)cc(OCC)c1Cl. RXN SMILES: [C:1](#[N:2])[CH2:3][O:4][c:5]1[cH:6][c:7]([C:8](=[O:9])[NH:10][CH:11]2[CH2:12][CH2:13][N:14]([CH2:17][c:18]3[cH:19][c:20]([O:28][CH2:29][CH3:30])[c:21]([F:27])[c:22]([O:24][CH2:25][CH3:26])[cH:23]3)[CH2:15][CH2:16]2)[cH:31][c:32]([O:34][CH3:35])[cH:33]1.[C:87]([BH3-:88])#[N:89].[CH2:36]([O:37][C:38](=[O:39])[c:40]1[cH:41][c:42]([O:43][CH2:44][CH3:45])[c:46]([Cl:49])[c:47]([O:48][CH2:50][CH3:51])[cH:52]1)[CH3:53].[CH2:91]([N:92]([CH:93]([CH3:94])[CH3:95])[CH:96]([CH3:97])[CH3:98])[CH3:99].[CH3:100][CH2:101][OH:102].[CH3:103][C:104](=[O:105])[OH:106].[Cl:54][c:55]1[c:56]([O:57][CH2:58][CH3:59])[cH:60][c:61]([CH2:62][N:63]2[CH2:64][CH2:65][CH:66]([NH:67][C:68](=[O:69])[c:70]3[cH:71][c:72]([O:73][CH3:74])[cH:75][c:76]([CH2:77][OH:78])[cH:79]3)[CH2:80][CH2:81]2)[cH:82][c:83]1[O:84][CH2:85][CH3:86].[Na+:90]>>[C:1](#[N:2])[CH2:3][O:4][c:5]1[cH:6][c:7]([C:8](=[O:9])[NH:10][CH:11]2[CH2:12][CH2:13][N:14]([CH2:17][c:18]3[cH:19][c:20]([O:28][CH2:29][CH3:30])[c:21]([Cl:49])[c:22]([O:24][CH2:25][CH3:26])[cH:23]3)[CH2:15][CH2:16]2)[cH:31][c:32]([O:34][CH3:35])[cH:33]1. Reactants: C(C1=CC=CC=C1)=O (benzaldehyde), Cl.N[C@@H](C(=O)OC)C ((R)-methyl 2-aminopropanoate hydrochloride). Product: C(C1=CC=CC=C1)N[C@H](C(=O)OC)C ((S)-methyl 2-(benzylamino)propanoate). Yield: 95.0%. RXN SMILES: [CH:1](=O)[C:2]1[CH:7]=[CH:6][CH:5]=[CH:4][CH:3]=1.Cl.[NH2:10][C@H:11]([CH3:16])[C:12]([O:14][CH3:15])=[O:13]>>[CH2:1]([NH:10][C@@H:11]([CH3:16])[C:12]([O:14][CH3:15])=[O:13])[C:2]1[CH:7]=[CH:6][CH:5]=[CH:4][CH:3]=1 |f:1.2|. Procedure: Prepared as in Example 12-1b from benzaldehyde and (R)-methyl 2-aminopropanoate hydrochloride. Yield 95%. MS 194 (MH+). The reactants are COc1ccc(C(=O)O)c(C)c1, Cc1cccc(-c2sc(C)nc2C(=O)N2CC3CC3C2CN)c1. Product: COc1ccc(C(=O)NCC2C3CC3CN2C(=O)c2nc(C)sc2-c2cccc(C)c2)c(C)c1. RXN SMILES: [CH3:24][O:25][c:26]1[cH:27][c:28]([CH3:35])[c:29]([C:30](=[O:31])[OH:32])[cH:33][cH:34]1.[NH2:1][CH2:2][CH:3]1[CH:4]2[CH2:5][CH:6]2[CH2:7][N:8]1[C:9](=[O:10])[c:11]1[n:12][c:13]([CH3:23])[s:14][c:15]1-[c:16]1[cH:17][c:18]([CH3:22])[cH:19][cH:20][cH:21]1>>[NH:1]([CH2:2][CH:3]1[CH:4]2[CH2:5][CH:6]2[CH2:7][N:8]1[C:9](=[O:10])[c:11]1[n:12][c:13]([CH3:23])[s:14][c:15]1-[c:16]1[cH:17][c:18]([CH3:22])[cH:19][cH:20][cH:21]1)[C:30]([c:29]1[c:28]([CH3:35])[cH:27][c:26]([O:25][CH3:24])[cH:34][cH:33]1)=[O:31]. Starting materials: [C@H]1(CC[C@H](CC1)CO)CO (trans-1,4-cyclohexane dimethanol), CN1CCOCC1 (N-methyl morpholine), P(OCCCCCC)(=O)(Cl)Cl (hexyl phosphoro-dichloridate). The solvent is C(Cl)Cl (methylene chloride), C(Cl)Cl (methylene chloride), C(Cl)Cl (methylene chloride). Reaction conditions: temperature -40 celsius. Yields the product C1CC(CCC1CO)CO (CHDM). RXN SMILES: [C@H:1]1([CH2:9][OH:10])[CH2:6][CH2:5][C@H:4]([CH2:7][OH:8])[CH2:3][CH2:2]1.CN1CCOCC1.P(Cl)(Cl)(=O)OCCCCCC>C(Cl)Cl>[CH2:3]1[CH:4]([CH2:7][OH:8])[CH2:5][CH2:6][CH:1]([CH2:9][OH:10])[CH2:2]1. Reported procedure: Under an argon stream, 10 g of trans-1,4-cyclohexane dimethanol (CHDM), 15.25 mL (14.03 g) of N-methyl morpholine (NMM), and 50 mL of methylene chloride were transferred into a 250 mL flash equipped with a funnel. The solution in the flask was cooled down to −40° C. with stirring. A solution of 15.19 g of hexyl phosphoro-dichloridate (HOP) in 20 mL of methylene chloride was added through the funnel, and an additional 10 mL of methylene chloride was used to flush through the funnel. The mixture w... The product is O.O.P(=O)([O-])([O-])[O-].[Ca+2].[Ca+2] (dicalcium phosphate dihydrate). Starting materials: [OH-].[Ca+2].[OH-] (slaked lime), P(O)(O)(O)=O (phosphoric acid). RXN SMILES: [OH-:1].[Ca+2:2].[OH-].[P:4](=[O:8])([OH:7])([OH:6])[OH:5]>>[OH2:5].[OH2:1].[P:4]([O-:8])([O-:7])([O-:6])=[O:5].[Ca+2:2].[Ca+2:2] |f:0.1.2,4.5.6.7.8|. Reported procedure: This material is typically produced by first reacting a slaked lime slurry with phosphoric acid to form a dicalcium phosphate dihydrate precipitate, and then separating the dicalcium phosphate dihydrate precipitate from the mother liquor after which it is dried and milled to form the final product as a fine powder.